This data is from the Open Reaction Database (ORD), a public repository of structured organic reaction records. The task is: describe an organic reaction: reactants, conditions, products, and yield Procedure details: 2-Hydroxymethyl-6-methyl-3-(1-methylethyl)phenol (37.3 g, 207 mmol) was dissolved in THF (350 ml), and then potassium tert-butoxide (22.1 g, 197 mmol) was added. To the mixture was added methyl iodide (19.7 ml, 311 mmol) at 0° C., and the mixture was stirred at room temperature for 16 hours. The reaction mixture was combined with water, made acidic with 1N hydrochloric acid, and extracted with ethyl acetate. The extract was washed with saturated brine, dried over sodium sulfate and purified by c... Reaction conditions: time 16 hour. Reaction SMILES: [OH:1][CH2:2][C:3]1[C:8]([CH:9]([CH3:11])[CH3:10])=[CH:7][CH:6]=[C:5]([CH3:12])[C:4]=1[OH:13].[CH3:14]C(C)([O-])C.[K+].CI.Cl>C1COCC1.O>[CH3:12][C:5]1[C:4]([O:13][CH3:14])=[C:3]([C:8]([CH:9]([CH3:10])[CH3:11])=[CH:7][CH:6]=1)[CH2:2][OH:1] |f:1.2|. Solvent: C1CCOC1 (THF), O (water). The product is CC=1C(=C(CO)C(=CC1)C(C)C)OC (3-Methyl-6-(1-methylethyl)-2-methoxybenzyl alcohol). The yield is 56.7%. The reactants are CC(C)([O-])C.[K+] (potassium tert-butoxide), Cl (hydrochloric acid), OCC1=C(C(=CC=C1C(C)C)C)O (2-Hydroxymethyl-6-methyl-3-(1-methylethyl)phenol), CI (methyl iodide). Reactants: CCOC(=O)c1c(-c2ccc(Cl)cc2)csc1N, CC(=O)O, O=C1OC(=O)c2ccccc21. Yields the product CCOC(=O)c1c(-c2ccc(Cl)cc2)csc1N1C(=O)c2ccccc2C1=O. Reaction SMILES: [CH2:1]([CH3:2])[O:3][C:4](=[O:5])[c:6]1[c:7]([NH2:18])[s:8][cH:9][c:10]1-[c:11]1[cH:12][cH:13][c:14]([Cl:17])[cH:15][cH:16]1.[CH3:30][C:31](=[O:32])[OH:33].[O:19]=[C:20]1[O:21][C:22](=[O:23])[c:24]2[cH:25][cH:26][cH:27][cH:28][c:29]21>>[CH2:1]([CH3:2])[O:3][C:4](=[O:5])[c:6]1[c:7]([N:18]2[C:20](=[O:19])[c:29]3[c:24]([cH:25][cH:26][cH:27][cH:28]3)[C:22]2=[O:21])[s:8][cH:9][c:10]1-[c:11]1[cH:12][cH:13][c:14]([Cl:17])[cH:15][cH:16]1. Starting materials: C(O)([O-])=O.[K+] (potassium hydrogen carbonate), Cl.C(=O)(OC)C1=CC=C(C=C1)CC(C)N (2-(4-carbomethoxyphenyl)-1-methylethylamine-hydrochloride), CN(C)C=1SC=C(N1)C(CBr)=O (2-(N,N-dimethylamino)-4-bromoacetyl-thiazole). Solvent: CC(=O)C (acetone). Conditions: time 24 hour. Yields the product C(=O)(OC)C1=CC=C(C=C1)CC(C)NCC(C=1N=C(SC1)N(C)C)O (N-[2-(4-Carbomethoxyphenyl)-1-methylethyl]-2-hydroxy-2-(2-dimethylamino-thiazol-4-yl)ethanamine). As a reaction SMILES: [CH3:1][N:2]([C:4]1[S:5][CH:6]=[C:7]([C:9](=[O:12])[CH2:10]Br)[N:8]=1)[CH3:3].C(=O)([O-])O.[K+].Cl.[C:19]([C:23]1[CH:28]=[CH:27][C:26]([CH2:29][CH:30]([NH2:32])[CH3:31])=[CH:25][CH:24]=1)([O:21][CH3:22])=[O:20]>CC(C)=O>[C:19]([C:23]1[CH:28]=[CH:27][C:26]([CH2:29][CH:30]([NH:32][CH2:10][CH:9]([OH:12])[C:7]2[N:8]=[C:4]([N:2]([CH3:3])[CH3:1])[S:5][CH:6]=2)[CH3:31])=[CH:25][CH:24]=1)([O:21][CH3:22])=[O:20] |f:1.2,3.4|. Procedure details: 5 g of 2-(N,N-dimethylamino)-4-bromoacetyl-thiazole in 250 ml of acetone are heated to reflux with 10 g of potassium hydrogen carbonate and 9.5 g of 2-(4-carbomethoxyphenyl)-1-methylethylamine-hydrochloride for 3 hours. After the reaction mixture has been cooled the inorganic products are removed by filtration, and the filtrate is concentrated in a rotary evaporator. The resulting oil residue is taken up in 150 ml of absolute methanol and, at 0°-5° C., 1.75 g of sodium borohydride are added in s...